From a dataset of the Open Reaction Database (ORD), a public repository of structured organic reaction records. describe an organic reaction: reactants, conditions, products, and yield Starting materials: C(O)([O-])=O.[Na+] (sodium hydrogen carbonate), BrC=1C=C(SC1)C=O (4-bromothiophene-2-carbaldehyde), S(=O)(=O)(C1=CC=C(C)C=C1)O.O (TsOH hydrate), CC(CO)(CO)C (2,2-dimethylpropane-1,3-diol). Solvent: C1=CC=CC=C1 (benzene), C(Cl)Cl (DCM). Reaction conditions: temperature 0 celsius. Product: BrC=1C=C(SC1)C1OCC(CO1)(C)C (2-(4-bromothiophen-2-yl)-5,5-dimethyl-1,3-dioxane). As a reaction SMILES: [Br:1][C:2]1[CH:3]=[C:4]([CH:7]=[O:8])[S:5][CH:6]=1.S(O)(C1C=CC(C)=CC=1)(=O)=O.O.[CH3:21][C:22]([CH3:27])([CH2:25]O)[CH2:23][OH:24].C(=O)([O-])O.[Na+]>C1C=CC=CC=1.C(Cl)Cl>[Br:1][C:2]1[CH:3]=[C:4]([CH:7]2[O:24][CH2:23][C:22]([CH3:27])([CH3:25])[CH2:21][O:8]2)[S:5][CH:6]=1 |f:1.2,4.5|. Reported procedure: 4-bromothiophene-2-carbaldehyde (884 mg, 4.62 mmol), TsOH hydrate (44 mg, 0.231 mmol) and 2,2-dimethylpropane-1,3-diol (578 mg, 5.55 mmol) were dissolved in 9.2 mL benzene and refluxed in a Dean Stark apparatus for 5 hours. The mixture was cooled to 0° C. and aqueous sodium hydrogen carbonate was added. DCM was added and the phases separated with a phase extractor. The solvent was removed under reduced pressure to give the title compound. Reactants: COC1=C(C=CC(=C1)C(F)(F)F)C1=NC=CC2=CC(=CC=C12)S(=O)(=O)OC1=C(C(=C(C(=C1F)F)F)F)F (perfluorophenyl 1-(2-methoxy-4-(trifluoromethyl)phenyl)isoquinoline-6-sulfonate), C[Si](C)(C)[N-][Si](C)(C)C.[Li+] (Lithium bis(trimethylsilyl)amide), COC1=C(CNC2=NC=NS2)C=CC(=C1)OC (N-(2,4-dimethoxybenzyl)-1,2,4-thiadiazol-5-amine). Run in C1CCOC1 (THF), CO (methanol), [Cl-].[NH4+] (ammonium chloride), C(=O)(C(F)(F)F)O (TFA), C1CCOC1 (THF), C(Cl)Cl (DCM). Conditions: time 5 minute. Product: COC1=C(C=CC(=C1)C(F)(F)F)C1=NC=CC2=CC(=CC=C12)S(=O)(=O)NC1=NC=NS1 (1-(2-methoxy-4-(trifluoromethyl)phenyl)-N-(1,2,4-thiadiazol-5-yl)isoquinoline-6-sulfonamide). Yield: 67.0%. RXN SMILES: COC1C=C(OC)C=CC=1C[NH:6][C:7]1[S:11][N:10]=[CH:9][N:8]=1.C[Si]([N-][Si](C)(C)C)(C)C.[Li+].[CH3:28][O:29][C:30]1[CH:35]=[C:34]([C:36]([F:39])([F:38])[F:37])[CH:33]=[CH:32][C:31]=1[C:40]1[C:49]2[C:44](=[CH:45][C:46]([S:50](OC3C(F)=C(F)C(F)=C(F)C=3F)(=[O:52])=[O:51])=[CH:47][CH:48]=2)[CH:43]=[CH:42][N:41]=1>C1COCC1.[Cl-].[NH4+].C(Cl)Cl.C(O)(C(F)(F)F)=O.CO>[CH3:28][O:29][C:30]1[CH:35]=[C:34]([C:36]([F:37])([F:38])[F:39])[CH:33]=[CH:32][C:31]=1[C:40]1[C:49]2[C:44](=[CH:45][C:46]([S:50]([NH:6][C:7]3[S:11][N:10]=[CH:9][N:8]=3)(=[O:51])=[O:52])=[CH:47][CH:48]=2)[CH:43]=[CH:42][N:41]=1 |f:1.2,5.6|. Procedure: A round-bottom flask was charged with N-(2,4-dimethoxybenzyl)-1,2,4-thiadiazol-5-amine (50.3 mg, 0.200 mmol) and THF (1 mL) to give a clear, light-orange solution. The flask was cooled in a dry ice-acetone bath for 5 min to give a suspension. Lithium bis(trimethylsilyl)amide (1M in THF) (200 μl, 0.200 mmol) was added dropwise. After about 5 min, a solution of perfluorophenyl 1-(2-methoxy-4-(trifluoromethyl)phenyl)isoquinoline-6-sulfonate (INTERMEDIATE LLL; 100 mg, 0.182 mmol) in THF (0.5 mL with... Starting materials: CC(=CCCN1CCC(CC1)NC(C(C1=CN=CS1)(O)C1CCCC1)=O)C (N-[1-(4-Methyl-3-pentenyl)piperidin-4-yl]-2-cyclopentyl-2-hydroxy-2-(5-thiazolyl)acetamide), Cl.Cl.NC1CCN(CC1)CC1CCCCCC1 (4-amino-1-(cycloheptylmethyl)piperidine dihydrochloride). Product: C1(CCCCCC1)CN1CCC(CC1)NC(C(C1=CN=CS1)(O)C1CCCC1)=O (N-[1-(Cycloheptylmethyl)piperidin-4-yl]-2-cyclopentyl-2-hydroxy-2-(5-thiazolyl)acetamide). RXN SMILES: [CH3:1][C:2](C)=[CH:3][CH2:4][CH2:5][N:6]1[CH2:11][CH2:10][CH:9]([NH:12][C:13](=[O:26])[C:14]([CH:21]2[CH2:25][CH2:24][CH2:23][CH2:22]2)([OH:20])[C:15]2[S:19][CH:18]=[N:17][CH:16]=2)[CH2:8][CH2:7]1.Cl.Cl.N[CH:31]1[CH2:36]CN(CC2CCCCCC2)C[CH2:32]1>>[CH:4]1([CH2:5][N:6]2[CH2:11][CH2:10][CH:9]([NH:12][C:13](=[O:26])[C:14]([CH:21]3[CH2:22][CH2:23][CH2:24][CH2:25]3)([OH:20])[C:15]3[S:19][CH:18]=[N:17][CH:16]=3)[CH2:8][CH2:7]2)[CH2:3][CH2:2][CH2:1][CH2:36][CH2:31][CH2:32]1 |f:1.2.3|. Reported procedure: The title compound was prepared in the same manner as described in Step 4 of Example 22 using 2-cyclopentyl-2-hydroxy-2-(5-thiazolyl)acetic acid obtained in Example 57 and 4-amino-1-(cycloheptylmethyl)piperidine dihydrochloride. Reactants: COC1=C(C=C(C(=C1)[N+](=O)[O-])[N+](=O)[O-])OC (1,2-dimethoxy-4,5-dinitrobenzene). Solvent: CO (MeOH). Reaction conditions: time 16 hour. Product: COC=1C=C(C(=CC1OC)N)N (4,5-Dimethoxy-benzene-1,2-diamine). Reaction SMILES: [CH3:1][O:2][C:3]1[CH:8]=[C:7]([N+:9]([O-])=O)[C:6]([N+:12]([O-])=O)=[CH:5][C:4]=1[O:15][CH3:16]>CO>[CH3:16][O:15][C:4]1[CH:5]=[C:6]([NH2:12])[C:7]([NH2:9])=[CH:8][C:3]=1[O:2][CH3:1]. Reported procedure: A solution of 1,2-dimethoxy-4,5-dinitrobenzene (500 mg, 2.19 mmol) in MeOH (10 mL) was degassed and put under N2 atmosphere. A catalytic amount of Pd on charcoal (10%) was quenched with MeOH (1 mL) and transferred in one shot as a suspension in MeOH into the solution. Acetic acid (1.5 mL) was added and the black mixture was put under H2 atmosphere (1 atm), stirred at rt for 16 h. The mixture was filtered through a celite pad and rinsed with MeOH. The filtrate was concentrated in vacuo at 80° C. ... The reactants are ClCOC(C1=CC=C(C=C1)OCC1=CC=C(C=C1)OC)=O (chloromethyl-4-(4-methoxybenzyloxy)benzoate), [I-].[Na+] (sodium iodide). Run in CC(=O)C (acetone). Reaction conditions: time 8 hour. Product: ICOC(C1=CC=C(C=C1)OCC1=CC=C(C=C1)OC)=O (Iodomethyl-4-(4-methoxybenzyloxy)benzoate). RXN SMILES: Cl[CH2:2][O:3][C:4](=[O:21])[C:5]1[CH:10]=[CH:9][C:8]([O:11][CH2:12][C:13]2[CH:18]=[CH:17][C:16]([O:19][CH3:20])=[CH:15][CH:14]=2)=[CH:7][CH:6]=1.[I-:22].[Na+]>CC(C)=O>[I:22][CH2:2][O:3][C:4](=[O:21])[C:5]1[CH:10]=[CH:9][C:8]([O:11][CH2:12][C:13]2[CH:18]=[CH:17][C:16]([O:19][CH3:20])=[CH:15][CH:14]=2)=[CH:7][CH:6]=1 |f:1.2|. Reported procedure: To a solution of chloromethyl-4-(4-methoxybenzyloxy)benzoate (0.77 g, 2.5 mmole) in 15 ml dry acetone was added sodium iodide (1.87 g, 12.5 mmole) and the mixture was stirred overnight at room temperature. The mixture was evaporated under reduced pressure and extracted with ethyl actate/water. The organic phase was washed with a 5% sodium thiosulfate solution, dried with sodium sulfate and evaporated under reduced pressure. Yield 0.86 g=86% Starting materials: CCO, OC1CNCc2sccc21, S=C=Nc1ccccc1, c1ccccc1. Product: OC1CN(C(=S)Nc2ccccc2)Cc2sccc21. RXN SMILES: [CH3:26][CH2:27][OH:28].[OH:1][CH:2]1[c:3]2[c:4]([s:8][cH:9][cH:10]2)[CH2:5][NH:6][CH2:7]1.[c:11]1([N:17]=[C:18]=[S:19])[cH:12][cH:13][cH:14][cH:15][cH:16]1.[cH:20]1[cH:21][cH:22][cH:23][cH:24][cH:25]1>>[OH:1][CH:2]1[c:3]2[c:4]([s:8][cH:9][cH:10]2)[CH2:5][N:6]([C:18]([NH:17][c:11]2[cH:12][cH:13][cH:14][cH:15][cH:16]2)=[S:19])[CH2:7]1. The reactants are amino acid, N1([C@H](C(=O)N2[C@H](C(=O)ON3C(=O)CCC3=O)CCC2)CCC1)C(=O)OC(C)(C)C (Boc-Pro-Pro-OSu), N[C@@H]([C@@H](C)CC)C(=O)O.CN1CC[C@]23C4=C5C=CC(=C4O[C@H]2C(=O)CC[C@H]3[C@H]1C5)OC (Ile Hydrocodone). Product: N1[C@H](C(=O)N2[C@H](C(=O)N[C@@H]([C@@H](C)CC)C(=O)O)CCC2)CCC1.CN1CC[C@]23C4=C5C=CC(=C4O[C@H]2C(=O)CC[C@H]3[C@H]1C5)OC (Pro-Pro-Ile Hydrocodone). As a reaction SMILES: [N:1]1(C(OC(C)(C)C)=O)[CH2:22][CH2:21][CH2:20][C@H:2]1[C:3]([N:5]1[CH2:19][CH2:18][CH2:17][C@H:6]1[C:7]([O:9]N1C(=O)CCC1=O)=O)=[O:4].[NH2:30][C@H:31]([C:36]([OH:38])=[O:37])[C@H:32]([CH2:34][CH3:35])[CH3:33].[CH3:39][N:40]1[C@@H:57]2[CH2:58][C:45]3[CH:46]=[CH:47][C:48]([O:59][CH3:60])=[C:49]4[O:50][C@H:51]5[C:52]([CH2:54][CH2:55][C@@H:56]2[C@:43]5([C:44]=34)[CH2:42][CH2:41]1)=[O:53]>>[NH:1]1[CH2:22][CH2:21][CH2:20][C@H:2]1[C:3]([N:5]1[CH2:19][CH2:18][CH2:17][C@H:6]1[C:7]([NH:30][C@H:31]([C:36]([OH:38])=[O:37])[C@H:32]([CH2:34][CH3:35])[CH3:33])=[O:9])=[O:4].[CH3:39][N:40]1[C@@H:57]2[CH2:58][C:45]3[CH:46]=[CH:47][C:48]([O:59][CH3:60])=[C:49]4[O:50][C@H:51]5[C:52]([CH2:54][CH2:55][C@@H:56]2[C@:43]5([C:44]=34)[CH2:42][CH2:41]1)=[O:53] |f:1.2,3.4|. Procedure details: Pro-Pro-Ile-Hydrocodone was prepared by a similar method to Example 9 except the amino acid starting material was Boc-Pro-Pro-OSu and the conjugate starting material was Ile-Hydrocodone. Reactants: CC(=CBr)c1cccc(F)c1, Cc1ccc2[nH]c3c(c2c1)CCN(C)CC3, [Cu]I, CN(C)C=O, O=C(O)C1CCCN1. The product is CC(=Cn1c2c(c3cc(C)ccc31)CCN(C)CC2)c1cccc(F)c1. Reaction SMILES: [Br:17][CH:18]=[C:19]([CH3:20])[c:21]1[cH:22][c:23]([F:27])[cH:24][cH:25][cH:26]1.[CH3:1][N:2]1[CH2:3][CH2:4][c:5]2[nH:6][c:7]3[cH:8][cH:9][c:10]([CH3:16])[cH:11][c:12]3[c:13]2[CH2:14][CH2:15]1.[Cu:41][I:42].[O:36]=[CH:37][N:38]([CH3:39])[CH3:40].[OH:28][C:29]([CH:30]1[NH:31][CH2:32][CH2:33][CH2:34]1)=[O:35]>>[CH3:1][N:2]1[CH2:3][CH2:4][c:5]2[n:6]([CH:18]=[C:19]([CH3:20])[c:21]3[cH:22][c:23]([F:27])[cH:24][cH:25][cH:26]3)[c:7]3[cH:8][cH:9][c:10]([CH3:16])[cH:11][c:12]3[c:13]2[CH2:14][CH2:15]1. Reactants: CC([C@@H](C(=O)NC)NC(=O)N1N=C(C=2CN(CCC21)C(=O)OC(C)(C)C)C2=C(C=C(C(=C2)F)F)F)(C)C ((S)-tert-butyl 1-(3,3-dimethyl-1-(methylamino)-1-oxobutan-2-ylcarbamoyl)-3-(2,4,5-trifluorophenyl)-6,7-dihydro-1H-pyrazolo[4,3-c]pyridine-5(4H)-carboxylate). RXN SMILES: [CH3:1][C:2]([CH3:37])([CH3:36])[C@H:3]([NH:8][C:9]([N:11]1[C:19]2[CH2:18][CH2:17][N:16]([C:20](OC(C)(C)C)=O)[CH2:15][C:14]=2[C:13]([C:27]2[CH:32]=[C:31]([F:33])[C:30]([F:34])=[CH:29][C:28]=2[F:35])=[N:12]1)=[O:10])[C:4]([NH:6][CH3:7])=[O:5]>C(O)(C(F)(F)F)=O.C(Cl)Cl.C1(C)C=CC=CC=1>[CH3:1][C:2]([CH3:37])([CH3:36])[C@H:3]([NH:8][C:9]([N:11]1[C:19]2[CH2:18][CH2:17][N:16]([CH3:20])[CH2:15][C:14]=2[C:13]([C:27]2[CH:32]=[C:31]([F:33])[C:30]([F:34])=[CH:29][C:28]=2[F:35])=[N:12]1)=[O:10])[C:4]([NH:6][CH3:7])=[O:5] |f:1.2|. Reported procedure: A solution of (S)-tert-butyl 1-(3,3-dimethyl-1-(methylamino)-1-oxobutan-2-ylcarbamoyl)-3-(2,4,5-trifluorophenyl)-6,7-dihydro-1H-pyrazolo[4,3-c]pyridine-5(4H)-carboxylate (0.92 g, 1.76 mmol) in TFA/DCM (1:1) was stirred at room temperature for 30 min. The reaction mixture was diluted with toluene and evaporated under vacuum. The resulting residue was dissolved in THF, to which formaldehyde (37%, 0.65 mL) and sodium triacetoxyborohydride (424 mg) was added sequentially. After stifling at room temp... Conditions: time 2 hour. Solvent: C(=O)(C(F)(F)F)O.C(Cl)Cl (TFA DCM), C1(=CC=CC=C1)C (toluene). Yields the product CC([C@@H](C(=O)NC)NC(=O)N1N=C(C=2CN(CCC21)C)C2=C(C=C(C(=C2)F)F)F)(C)C ((S)—N-(3,3-dimethyl-1-(methylamino)-1-oxobutan-2-yl)-5-methyl-3-(2,4,5-trifluorophenyl)-4,5,6,7-tetrahydro-1H-pyrazolo[4,3-c]pyridine-1-carboxamide). The yield is 49.0%. The reactants are O=C([O-])[O-], Cn1c(=O)[nH]c(=O)c2c1ncn2Cc1ccccc1, CN(C)C=O, ClCOc1ccc(Cl)cc1, [K+], [K+]. Yields the product Cn1c(=O)n(COc2ccc(Cl)cc2)c(=O)c2c1ncn2Cc1ccccc1. RXN SMILES: [C:1](=[O:2])([O-:3])[O-:4].[CH2:7]([c:8]1[cH:9][cH:10][cH:11][cH:12][cH:13]1)[n:14]1[cH:15][n:16][c:17]2[n:18]([CH3:25])[c:19](=[O:24])[nH:20][c:21](=[O:23])[c:22]12.[CH3:36][N:37]([CH3:38])[CH:39]=[O:40].[Cl:26][c:27]1[cH:28][cH:29][c:30]([O:31][CH2:32][Cl:33])[cH:34][cH:35]1.[K+:5].[K+:6]>>[CH2:7]([c:8]1[cH:9][cH:10][cH:11][cH:12][cH:13]1)[n:14]1[cH:15][n:16][c:17]2[n:18]([CH3:25])[c:19](=[O:24])[n:20]([CH2:32][O:31][c:30]3[cH:29][cH:28][c:27]([Cl:26])[cH:35][cH:34]3)[c:21](=[O:23])[c:22]12.